This data is from the Open Reaction Database (ORD), a public repository of structured organic reaction records. The task is: describe an organic reaction: reactants, conditions, products, and yield RXN SMILES: [CH2:1]([CH:4]1[C:9]2[C:10](=[O:15])[CH:11]=[CH:12][C:13](=[O:14])[C:8]=2[CH2:7][CH:6]([C:16]([O:18][CH3:19])=[O:17])[O:5]1)[CH2:2][CH3:3].O([CH:24]=[CH:25][CH:26]=[CH2:27])C(C)=O>>[CH2:1]([CH:4]1[C:9]2[C:10](=[O:15])[C:11]3[C:12]([C:13](=[O:14])[C:8]=2[CH2:7][CH:6]([C:16]([O:18][CH3:19])=[O:17])[O:5]1)=[CH:27][CH:26]=[CH:25][CH:24]=3)[CH2:2][CH3:3]. Product: C(CC)C1OC(CC2=C1C(C1=CC=CC=C1C2=O)=O)C(=O)OC (1-propyl-3-methoxycarbonyl-3,4,5,10-tetrahydro-5,10-dioxo-1H-naphtho-[2,3-c]-pyran). Isolated yield 71.9%. Procedure details: The 1-propyl-3-methoxycarbonyl-3,4,5,8-tetrahydro-5,8-dioxo-1H-benzo-[2,3-c]-pyran described in step 3 (76 mg, 0.288 mmol) was stirred with 1-acetoxyl-1,3-butadiene (136 μl, 1.152 mmol) at 45° C. for 20 hours. Solvent was evaporated and the crude product was chromatographed (toluene/ethyl acetate ~100/15, v/v) to give the titled compound (65 mg, 71.9%). The reactants are C(CC)C1OC(CC2=C1C(C=CC2=O)=O)C(=O)OC (1-propyl-3-methoxycarbonyl-3,4,5,8-tetrahydro-5,8-dioxo-1H-benzo-[2,3-c]-pyran), O(C(=O)C)C=CC=C (1-acetoxyl-1,3-butadiene). Reactants: O, CO[PH](=O)C(C)(C)O, CC(C)(O)P(O)O. The product is CC(C)CO[PH](=O)C(C)(C)O. As a reaction SMILES: [OH2:16].[OH:1][C:2]([CH3:3])([CH3:4])[PH:5]([O:6][CH3:7])=[O:8].[OH:9][C:10]([CH3:11])([CH3:12])[P:13]([OH:14])[OH:15]>>[OH:1][C:2]([CH3:3])([CH3:4])[PH:5]([O:6][CH2:7][CH:10]([CH3:11])[CH3:12])=[O:8]. The reactants are CC(COc1ccc(O)c(C(N)=O)c1)NCc1ccccc1, CC(C)O, COCCOc1ccc(OCC2CO2)cc1. Yields the product COCCOc1ccc(OCC(O)CN(Cc2ccccc2)C(C)COc2ccc(O)c(C(N)=O)c2)cc1. Reaction SMILES: [CH2:17]([c:18]1[cH:19][cH:20][cH:21][cH:22][cH:23]1)[NH:24][CH:25]([CH2:26][O:27][c:28]1[cH:29][cH:30][c:31]([OH:37])[c:32]([C:33](=[O:34])[NH2:35])[cH:36]1)[CH3:38].[CH:39]([OH:40])([CH3:41])[CH3:42].[O:1]1[CH:2]([CH2:3][O:4][c:5]2[cH:6][cH:7][c:8]([O:11][CH2:12][CH2:13][O:14][CH3:15])[cH:9][cH:10]2)[CH2:16]1>>[OH:1][CH:2]([CH2:3][O:4][c:5]1[cH:6][cH:7][c:8]([O:11][CH2:12][CH2:13][O:14][CH3:15])[cH:9][cH:10]1)[CH2:16][N:24]([CH2:17][c:18]1[cH:19][cH:20][cH:21][cH:22][cH:23]1)[CH:25]([CH2:26][O:27][c:28]1[cH:29][cH:30][c:31]([OH:37])[c:32]([C:33](=[O:34])[NH2:35])[cH:36]1)[CH3:38]. The reactants are S1C(=CC=C1)CC(=O)O (2-(thiophen-2-yl)acetic acid), BrBr (bromine), C([O-])([O-])=O.[Na+].[Na+] (sodium carbonate). The solvent is O (water), CC(=O)O (HOAc). The product is BrC1=CC=C(S1)CC(=O)O (2-(5-bromothiophen-2-yl)acetic acid). As a reaction SMILES: [S:1]1[CH:5]=[CH:4][CH:3]=[C:2]1[CH2:6][C:7]([OH:9])=[O:8].[Br:10]Br.C(=O)([O-])[O-].[Na+].[Na+]>CC(O)=O.O>[Br:10][C:5]1[S:1][C:2]([CH2:6][C:7]([OH:9])=[O:8])=[CH:3][CH:4]=1 |f:2.3.4|. Procedure: To a solution of 2-(thiophen-2-yl)acetic acid (2 g, 14 m mol) in HOAc (10 ml) was added dropwise bromine (2.25 g, 14 mmol) at 10-20° C. for 30 min. The mixture was allowed to warm to room temperature for 3 hours. Then it was diluted with water (100 ml), neutralized to pH=5 with anhydrous sodium carbonate and extracted with EtOAc (100 ml×3). Dried over Na2SO4, filtered and concentrated to afford crude product as brown oil. MS (ESI): m/z 220.9 [M+1]+. Reactants: ClC=1C=CC2=C(C(=NCC(N2)=O)C2=CC=CC=C2)C1 (7-chloro-1,3-dihydro-5-phenyl-2H-1,4-benzodiazepin-2-one), ice water, potassium tertiary butylate, ClCCCC1(OCCO1)C (2-(3-chloropropyl)2-methyl-1,3-dioxolan). The solvent is CN(C=O)C (dimethylformamide), CN(C=O)C (dimethylformamide). Conditions: temperature 100 celsius. The product is ClC=1C=CC2=C(C(=NCC(N2CCCC2(OCCO2)C)=O)C2=CC=CC=C2)C1 (7-chloro-1,3-dihydro-1-[3-(2-methyl-1,3 -dioxolan-2-yl)propyl]-5-phenyl-2H-1,4-benzodiazepin-2-one). Reaction SMILES: [Cl:1][C:2]1[CH:3]=[CH:4][C:5]2[NH:11][C:10](=[O:12])[CH2:9][N:8]=[C:7]([C:13]3[CH:18]=[CH:17][CH:16]=[CH:15][CH:14]=3)[C:6]=2[CH:19]=1.Cl[CH2:21][CH2:22][CH2:23][C:24]1([CH3:29])[O:28][CH2:27][CH2:26][O:25]1>CN(C)C=O>[Cl:1][C:2]1[CH:3]=[CH:4][C:5]2[N:11]([CH2:21][CH2:22][CH2:23][C:24]3([CH3:29])[O:28][CH2:27][CH2:26][O:25]3)[C:10](=[O:12])[CH2:9][N:8]=[C:7]([C:13]3[CH:18]=[CH:17][CH:16]=[CH:15][CH:14]=3)[C:6]=2[CH:19]=1. Procedure details: A solution of 54.2 g. of 7-chloro-1,3-dihydro-5-phenyl-2H-1,4-benzodiazepin-2-one in 500 ml. of dimethylformamide is treated under an atomosphere of argon at 0° C. with 32.8 g. of potassium tertiary butylate and the mixture is then stirred in an ice-bath for 30 minutes. Then, at 10°-15° C. there is added a solution of 66 g. of 2-(3-chloropropyl)2-methyl-1,3-dioxolan in 100 ml. of dimethylformamide, the mixture is stirred at 20°-24° C. for 30 minutes and subsequently heated to 100° C. for 30 minu...